describe an organic reaction: reactants, conditions, products, and yield From a dataset of the Open Reaction Database (ORD), a public repository of structured organic reaction records. Reactants: COC(=O)CCCOc1ccc(CC(C)=O)cc1, CCCCCC, NCC(O)c1ccccc1. Yields the product COC(=O)CCCOc1ccc(CC(C)NCC(O)c2ccccc2)cc1. RXN SMILES: [C:1](=[O:2])([O:3][CH3:4])[CH2:5][CH2:6][CH2:7][O:8][c:9]1[cH:10][cH:11][c:12]([CH2:15][C:16]([CH3:17])=[O:18])[cH:13][cH:14]1.[CH3:29][CH2:30][CH2:31][CH2:32][CH2:33][CH3:34].[OH:19][CH:20]([CH2:21][NH2:22])[c:23]1[cH:24][cH:25][cH:26][cH:27][cH:28]1>>[C:1](=[O:2])([O:3][CH3:4])[CH2:5][CH2:6][CH2:7][O:8][c:9]1[cH:10][cH:11][c:12]([CH2:15][CH:16]([CH3:17])[NH:22][CH2:21][CH:20]([OH:19])[c:23]2[cH:24][cH:25][cH:26][cH:27][cH:28]2)[cH:13][cH:14]1.